This data is from the Open Reaction Database (ORD), a public repository of structured organic reaction records. The task is: describe an organic reaction: reactants, conditions, products, and yield Starting materials: C(C)(C)SCCN(C)C(=O)O[C@H](C(=O)OCC1=CC=CC=C1)CC1=CC=CC=C1 (benzyl 2(S)-[N-(2-isopropylthioethyl)-N-methylaminocarbonyloxy]-3-phenylpropionate), [OH-].[K+] (potassium hydroxide). The solvent is C(C)O (ethanol). Reaction conditions: time 1 hour. Product: C(C)(C)SCCN(C)C(=O)O[C@H](C(=O)O)CC1=CC=CC=C1 (2(S)-[N-(2-isopropylthioethyl)-N-methylaminocarbonyloxy]-3-phenylpropionic acid). Isolated yield 99.4%. As a reaction SMILES: [CH:1]([S:4][CH2:5][CH2:6][N:7]([C:9]([O:11][C@@H:12]([CH2:23][C:24]1[CH:29]=[CH:28][CH:27]=[CH:26][CH:25]=1)[C:13]([O:15]CC1C=CC=CC=1)=[O:14])=[O:10])[CH3:8])([CH3:3])[CH3:2].[OH-].[K+]>C(O)C>[CH:1]([S:4][CH2:5][CH2:6][N:7]([C:9]([O:11][C@@H:12]([CH2:23][C:24]1[CH:29]=[CH:28][CH:27]=[CH:26][CH:25]=1)[C:13]([OH:15])=[O:14])=[O:10])[CH3:8])([CH3:3])[CH3:2] |f:1.2|. Reported procedure: To a solution of benzyl 2(S)-[N-(2-isopropylthioethyl)-N-methylaminocarbonyloxy]-3-phenylpropionate (623 mg) in ethanol (10 ml) was added 1 N potassium hydroxide (3 ml) at ambient temperature, and the mixture was stirred at the same temperature for 1 hour. The solution was concentrated in vacuo, and the residue was partitioned between water (20 ml) and diethyl ether (20 ml). The aqueous layer was separated and acidified to pH 2 with 10% hydrochloric acid, and the product was extracted with chlor... Reactants: BrCOC (Bromomethyl-methylether), OC1=CC=C(C=C1)C(C)=O (p-hydroxyacetophenone), [H-].[Na+] (sodium hydride). The solvent is O (water). Conditions: time 1 hour. The product is COCOC1=CC=C(C=C1)C(C)=O (p-methoxymethoxyacetophenone). Reaction SMILES: Br[CH2:2][O:3][CH3:4].[OH:5][C:6]1[CH:11]=[CH:10][C:9]([C:12](=[O:14])[CH3:13])=[CH:8][CH:7]=1.[H-].[Na+]>O>[CH3:4][O:3][CH2:2][O:5][C:6]1[CH:11]=[CH:10][C:9]([C:12](=[O:14])[CH3:13])=[CH:8][CH:7]=1 |f:2.3|. Procedure details: Bromomethyl-methylether (0.87 ml) was added dropwise to a stirred suspension of p-hydroxyacetophenone (1 g) and sodium hydride (0.44 g) at 0° C. under nitrogen. The mixture was stirred for 1 h at room temperature. Then water was added and the mixture was extracted with ethylacetate. The organic layer was dried over magnesium sulphate and concentrated in vacuo to leave p-methoxymethoxyacetophenone (1.4 g) as yellow solid which was processed without further purification. Starting materials: [C-]#N.[K+] (potassium cyanide), C1(=CC=C(C=C1)S(=O)(=O)OC[C@@H]1CC=CC[C@@H]1COCC1=CC=CC=C1)C (cis-4-p-Toluene-sulphonyloxymethyl-5-benzyloxymethyl cyclohex-1-ene), O (water). Run in CS(=O)C (DMSO), CS(=O)C (dimethylsulphoxide). Run at temperature 100 celsius. Product: C(#N)C[C@@H]1CC=CC[C@@H]1COCC1=CC=CC=C1 (cis-4-Cyanomethyl-5-benzyloxymethylcyclohex-1-ene). The yield is 86.8%. Reaction SMILES: C1(C)C=CC(S(O[CH2:11][C@H:12]2[C@@H:17]([CH2:18][O:19][CH2:20][C:21]3[CH:26]=[CH:25][CH:24]=[CH:23][CH:22]=3)[CH2:16][CH:15]=[CH:14][CH2:13]2)(=O)=O)=CC=1.[C-:28]#[N:29].[K+].O>CS(C)=O>[C:28]([CH2:11][C@H:12]1[C@@H:17]([CH2:18][O:19][CH2:20][C:21]2[CH:22]=[CH:23][CH:24]=[CH:25][CH:26]=2)[CH2:16][CH:15]=[CH:14][CH2:13]1)#[N:29] |f:1.2|. Procedure: The p-toluene sulphonyl ester/benzyl ether (3) (12 g) in dimethylsulphoxide (DMSO) (15 ml) is added with stirring to potassium cyanide (3 g) in DMSO (20 ml). The mixture is heated at 100° C. under nitrogen for 6 hours and is then cooled, poured into water and the product extracted with ether. The solvent is removed and the residue purified on a Florisil column, eluting with petroleum ether-benzene (1:1) to give the title compound as an oil (6.5 g, ca. 80%) νmax (film) 2220 and 1600 cm-1. Starting materials: NS(=O)(=O)c1ccc(C(=O)O)cc1, N#Cc1ccc(C=O)cc1, Cc1ccc(S(=O)(=O)O)cc1, Clc1ccccc1. The product is N#Cc1ccc(C=NS(=O)(=O)c2ccc(C(=O)O)cc2)cc1. RXN SMILES: [C:11](=[O:12])([OH:13])[c:14]1[cH:15][cH:16][c:17]([S:20](=[O:21])(=[O:22])[NH2:23])[cH:18][cH:19]1.[C:1](#[N:2])[c:3]1[cH:4][cH:5][c:6]([CH:7]=[O:8])[cH:9][cH:10]1.[CH3:24][c:25]1[cH:26][cH:27][c:28]([S:29]([OH:30])(=[O:31])=[O:32])[cH:33][cH:34]1.[Cl:35][c:36]1[cH:37][cH:38][cH:39][cH:40][cH:41]1>>[C:1](#[N:2])[c:3]1[cH:4][cH:5][c:6]([CH:7]=[N:23][S:20]([c:17]2[cH:16][cH:15][c:14]([C:11](=[O:12])[OH:13])[cH:19][cH:18]2)(=[O:21])=[O:22])[cH:9][cH:10]1. Reactants: COC(=O)C=1C(=C2C=C(C(N(C2=CN1)C1=CC=CC=C1)=O)C1=CC=CC=C1)O (5-hydroxy-2-oxo-1,3-diphenyl-1,2-dihydro-[1,7]naphthyridine-6-carboxylic acid methyl ester), NCCC(=O)O (β-alanine), C[O-].[Na+] (NaOMe). Yields the product OC1=C2C=C(C(N(C2=CN=C1C(=O)NCCC(=O)O)C1=CC=CC=C1)=O)C1=CC=CC=C1 (3-[(5-Hydroxy-2-oxo-1,3-diphenyl-1,2-dihydro-[1,7]naphthyridine-6-carbonyl)-amino]-propionic acid). Yield: 86.2%. As a reaction SMILES: CO[C:3]([C:5]1[C:6]([OH:28])=[C:7]2[C:12](=[CH:13][N:14]=1)[N:11]([C:15]1[CH:20]=[CH:19][CH:18]=[CH:17][CH:16]=1)[C:10](=[O:21])[C:9]([C:22]1[CH:27]=[CH:26][CH:25]=[CH:24][CH:23]=1)=[CH:8]2)=[O:4].[NH2:29][CH2:30][CH2:31][C:32]([OH:34])=[O:33].C[O-].[Na+]>>[OH:28][C:6]1[C:5]([C:3]([NH:29][CH2:30][CH2:31][C:32]([OH:34])=[O:33])=[O:4])=[N:14][CH:13]=[C:12]2[C:7]=1[CH:8]=[C:9]([C:22]1[CH:27]=[CH:26][CH:25]=[CH:24][CH:23]=1)[C:10](=[O:21])[N:11]2[C:15]1[CH:16]=[CH:17][CH:18]=[CH:19][CH:20]=1 |f:2.3|. Reported procedure: A mixture of 5-hydroxy-2-oxo-1,3-diphenyl-1,2-dihydro-[1,7]naphthyridine-6-carboxylic acid methyl ester (30 mg, 0.081 mmol), β-alanine (431 mg, 4.84 mmol) and NaOMe solution (8 mL, 4.03 mmol, 0.5 M in MeOH) was refluxed for 16 h. After the mixture was cooled to r.t., the solvent was evaporated in vacuo. The residue was dissolved in water and washed several times with ether. The aqueous layer was acidified to pH 2 with 4 M HCl, and the resulting precipitate was isolated by filtration to give 30 m...